describe an organic reaction: reactants, conditions, products, and yield From a dataset of the Open Reaction Database (ORD), a public repository of structured organic reaction records. Starting materials: C12CNCCC2CN1C1=NC2=CC=CC=C2N=C1 (2-(3,8-diaza-bicyclo[4.2.0]oct-8-yl)-quinoxaline), C12CN(CC2NC1)C(=O)C=1N=C(SC1C1=C(C=CC=C1)F)C ((3,6-Diaza-bicyclo[3.2.0]hept-3-yl)-[5-(2-fluoro-phenyl)-2-methyl-thiazol-4-yl]-methanone), ClC1=NC2=CC=CC=C2N=C1 (2-chloro-quinoxaline). Product: FC1=C(C=CC=C1)C1=C(N=C(S1)C)C(=O)N1CC2CN(C2C1)C1=NC2=CC=CC=C2N=C1 (2-(3-{[5-(2-Fluorophenyl)-2-methyl-1,3-thiazol-4-yl]carbonyl}-3,6-diazabicyclo[3.2.0]hept-6-yl)quinoxaline). RXN SMILES: C12N([C:9]3[CH:18]=[N:17][C:16]4[C:11](=[CH:12][CH:13]=[CH:14][CH:15]=4)[N:10]=3)CC1CCNC2.[CH:19]12[CH2:25][NH:24][CH:23]1[CH2:22][N:21]([C:26]([C:28]1[N:29]=[C:30]([CH3:40])[S:31][C:32]=1[C:33]1[CH:38]=[CH:37][CH:36]=[CH:35][C:34]=1[F:39])=[O:27])[CH2:20]2.ClC1C=NC2C(=CC=CC=2)N=1>>[F:39][C:34]1[CH:35]=[CH:36][CH:37]=[CH:38][C:33]=1[C:32]1[S:31][C:30]([CH3:40])=[N:29][C:28]=1[C:26]([N:21]1[CH2:22][CH:23]2[CH:19]([CH2:25][N:24]2[C:9]2[CH:18]=[N:17][C:16]3[C:11](=[CH:12][CH:13]=[CH:14][CH:15]=3)[N:10]=2)[CH2:20]1)=[O:27]. Reported procedure: The compound was prepared in a manner analogous to Intermediate 2, Step A, using Intermediate 21 and 2-chloro-quinoxaline as staring materials. (ESI) mass calcd. for C24H20FN5OS, 445.52; m/z found, 446.3 [M+H]+. The reactants are O=C(C(=O)OCC)NC=1C=NC=CC1 (Ethyl Oxo(3-Pyridinylamino)acetate), N (ammonia). Run in CO (methanol). Yields the product N1=CC(=CC=C1)NC(C(=O)N)=O (N1-(3-Pyridinyl)ethanediamide). Reaction SMILES: [O:1]=[C:2]([NH:8][C:9]1[CH:10]=[N:11][CH:12]=[CH:13][CH:14]=1)[C:3](OCC)=[O:4].[NH3:15]>CO>[N:11]1[CH:12]=[CH:13][CH:14]=[C:9]([NH:8][C:2](=[O:1])[C:3]([NH2:15])=[O:4])[CH:10]=1. Procedure: A solution of the product from Example 35A and ammonia in methanol was processed as described in Example 1B to provide the title compound. Starting materials: methyl ester, CC1([C@@H](N2[C@H](S1)[C@@H](C2=O)NC(=O)[C@@H](C=3C=CC=CC3)N)C(=O)O)C (ampicillin), [Si](C)(C)(C)C=[N+]=[N-] (TMS-diazomethane), CC(C)S[C@H]1[C@@H]([C@H]([C@H]([C@H](O1)CO)O)O)O (IPTG), nitrile. The solvent is CCOC(=O)C (EtOAc), Hexanes. Conditions: time 18 hour. Product: O[C@@H](CC(=O)O)CC#N ((R)-(−)-3-hydroxy-4-cyanobutyric acid). Reaction SMILES: [CH3:1][C:2]1(C)S[C@@H]2[C@H](NC([C@H](N)C3C=CC=CC=3)=O)C(=O)N2[C@H:3]1[C:21]([OH:23])=[O:22].CC(S[C@@H]1[O:34][C@H](CO)[C@H](O)[C@H](O)[C@H]1O)C.[Si]([CH:44]=[N+:45]=[N-])(C)(C)C>CCOC(C)=O>[OH:34][C@H:2]([CH2:1][C:44]#[N:45])[CH2:3][C:21]([OH:23])=[O:22]. Reported procedure: Putative nitrilase up-mutants were assayed in triplicate. Each transformant was grown in 5 mL LB (100 μg/mL ampicillin), at 37° C., 220 rpm for 18 h. The overnight culture was diluted 2-fold and nitrilase expression induced at 37° C., 220 rpm with 0.1 mM IPTG for 6 h. Cells were harvested by centrifugation, washed in 100 mM pH 7 sodium phosphate buffer and then re-suspended in 1 mL of 100 mM HGN in 100 mM pH 7 sodium phosphate buffer. Reactions were allowed to proceed for at least 36 h at 22° C.... Starting materials: NN1C(C2=CC=CC=C2C(=N1)C1=C(C=C(C=C1)C)C)=O (2-amino-4-(2,4-dimethylphenyl)phthalazin-1(2H)-one), [C@H]12[C@@H](C[C@H](C=C1)C2)CC(=O)O (2-[(1S,2S,4S)-bicyclo[2.2.1]hept-5-en-2-yl]acetic acid). The product is [C@H]12[C@@H](C[C@H](C=C1)C2)CC(=O)NN2C(C1=CC=CC=C1C(=N2)C2=C(C=C(C=C2)C)C)=O (2-[(1S,2S,4S)-bicyclo[2.2.1]hept-5-en-2-yl]-N-[4-(2,4-dimethylphenyl)-1-oxophthalazin-2(1H)-yl]acetamide). As a reaction SMILES: [NH2:1][N:2]1[N:11]=[C:10]([C:12]2[CH:17]=[CH:16][C:15]([CH3:18])=[CH:14][C:13]=2[CH3:19])[C:9]2[C:4](=[CH:5][CH:6]=[CH:7][CH:8]=2)[C:3]1=[O:20].[C@@H:21]12[CH2:27][C@@H:24]([CH:25]=[CH:26]1)[CH2:23][C@H:22]2[CH2:28][C:29](O)=[O:30]>>[C@@H:21]12[CH2:27][C@@H:24]([CH:25]=[CH:26]1)[CH2:23][C@H:22]2[CH2:28][C:29]([NH:1][N:2]1[N:11]=[C:10]([C:12]2[CH:17]=[CH:16][C:15]([CH3:18])=[CH:14][C:13]=2[CH3:19])[C:9]2[C:4](=[CH:5][CH:6]=[CH:7][CH:8]=2)[C:3]1=[O:20])=[O:30]. Reported procedure: The product of Example 159A and 2-[(1S,2S,4S)-bicyclo[2.2.1]hept-5-en-2-yl]acetic acid were treated using a method similar to that described in Example 17C to give the title compound. 1H NMR (400 MHz, DMSO-d6) δ ppm 11.26 (s, 1H), 8.37-8.40 (m, 1H), 7.85-7.97 (m, 2H), 7.26-7.32 (m, 1H), 7.20-7.25 (m, 2H), 7.16-7.20 (m, 1H), 6.21 (dd, J=5.7, 2.9 Hz, 1H), 6.05 (dd, J=5.7, 2.9 Hz, 1H), 2.86-2.91 (m, 1H), 2.76-2.81 (m, 1H), 2.41-2.49 (m, 1H), 2.38 (s, 3H), 2.01-2.12 (m, 2H), 2.06 (s, 3H), 1.86-1.93 ... Reactants: N1C=CC2=CC(=CC=C12)NC1=NC=NC2=CC(=C(C=C12)I)OC ((1H-indol-5-yl)-(6-iodo-7-methoxy-quinazolin-4-yl)-amine), C(#C)C1=NC=CC=C1 (2-ethynyl-pyridine), C(C)NCC (diethylamine). Solvent: CN(C)C=O (DMF). The product is N1C=CC2=CC(=CC=C12)NC1=NC=NC2=CC(=C(C=C12)C#CC1=NC=CC=C1)OC ((1H-indol-5-yl)-(7-methoxy-6-pyridin-2-ylethynyl-quinazolin-4-yl)-amine). As a reaction SMILES: [NH:1]1[C:9]2[C:4](=[CH:5][C:6]([NH:10][C:11]3[C:20]4[C:15](=[CH:16][C:17]([O:22][CH3:23])=[C:18](I)[CH:19]=4)[N:14]=[CH:13][N:12]=3)=[CH:7][CH:8]=2)[CH:3]=[CH:2]1.[C:24]([C:26]1[CH:31]=[CH:30][CH:29]=[CH:28][N:27]=1)#[CH:25].C(NCC)C>CN(C=O)C>[NH:1]1[C:9]2[C:4](=[CH:5][C:6]([NH:10][C:11]3[C:20]4[C:15](=[CH:16][C:17]([O:22][CH3:23])=[C:18]([C:25]#[C:24][C:26]5[CH:31]=[CH:30][CH:29]=[CH:28][N:27]=5)[CH:19]=4)[N:14]=[CH:13][N:12]=3)=[CH:7][CH:8]=2)[CH:3]=[CH:2]1. Procedure details: The title compound was synthesized according to the method of Example 2 using (1H-indol-5-yl)-(6-iodo-7-methoxy-quinazolin-4-yl)-amine (135 mg, 0.486 mmol), 2-ethynyl-pyridine (185 mg, 1.45 mmol) and diethylamine (605 mg, 8.27 mmol) in 2 mL., of DMF. The reactants are ClC1=CC=C(S1)C=1N(C(=C(N1)C=1C=NC=CC1)O)C (2-(5-chlorothiophen-2-yl)-5-hydroxy-methyl-4-(3-pyridyl) imidazole), S(=O)(Cl)Cl (thionyl chloride), C(Cl)Cl (methylene chloride). Product: crude product, Cl.Cl.ClC1=CC=C(S1)C=1NC(=C(N1)C=1C=NC=CC1)CCl (2-(5-chlorothiophen-2-yl)-5-chloromethyl-4-(3-pyridyl)-imidazole dihydrochloride). RXN SMILES: [Cl:1][C:2]1[S:6][C:5]([C:7]2[N:8](C)[C:9](O)=[C:10]([C:12]3[CH:13]=[N:14][CH:15]=[CH:16][CH:17]=3)[N:11]=2)=[CH:4][CH:3]=1.S(Cl)([Cl:22])=O.[CH2:24](Cl)[Cl:25]>>[ClH:1].[ClH:22].[Cl:1][C:2]1[S:6][C:5]([C:7]2[NH:8][C:9]([CH2:24][Cl:25])=[C:10]([C:12]3[CH:13]=[N:14][CH:15]=[CH:16][CH:17]=3)[N:11]=2)=[CH:4][CH:3]=1 |f:3.4.5|. Procedure: To a solution of 2-(5-chlorothiophen-2-yl)-5-hydroxy-methyl-4-(3-pyridyl) imidazole (200 mg) in methylene chloride (5 ml) was added thionyl chloride (5 ml), and the mixture was refluxed for one hour. After cooling, the reaction mixture was concentrated under reduced pressure to obtain a crude product of 2-(5-chlorothiophen-2-yl)-5-chloromethyl-4-(3-pyridyl)-imidazole dihydrochloride (260 mg) as yellowish powder. Starting materials: ClC1=NC(=CC(=C1)I)Cl (2,6-dichloro-4-iodopyridine), [C@H]1(CC[C@H](CC1)N)N (trans-cyclohexane-1,4-diamine), O (water). The solvent is C(C)O (ethanol). Run at temperature 180 celsius. Product: ClC1=CC(=CC(=N1)N[C@@H]1CC[C@H](CC1)N)I (trans N1-(6-chloro-4-iodopyridin-2-yl)cyclohexane-1,4-diamine). RXN SMILES: Cl[C:2]1[CH:7]=[C:6]([I:8])[CH:5]=[C:4]([Cl:9])[N:3]=1.[C@H:10]1([NH2:17])[CH2:15][CH2:14][C@H:13]([NH2:16])[CH2:12][CH2:11]1.O>C(O)C>[Cl:9][C:4]1[N:3]=[C:2]([NH:16][C@H:13]2[CH2:14][CH2:15][C@H:10]([NH2:17])[CH2:11][CH2:12]2)[CH:7]=[C:6]([I:8])[CH:5]=1. Reported procedure: A mixture of 2,6-dichloro-4-iodopyridine (1 g, 3.65 mmol) and trans-cyclohexane-1,4-diamine (2 g, 18 mmol) in ethanol (2 mL) was heated in a Biotage Initiator microwave reactor at 180° C. for 4 h. After cooling, the mixture was poured into water and the solid collected by filtration and washed with water to give the title compound. Yield: 1.02 g (79%). MS (DCI/NH3) m/z 352 (M+H)+. Starting materials: C[C@@]1(O[C@H]1CCC)CO ((2R,3S)-2-Methyl-3-propyloxiranemethanol), CC(C)OC(=O)[C@@H]([C@H](C(=O)OC(C)C)O)O ((+)-DIPT). Yields the product alcohol, C[C@@]1(O[C@@H]1CCC)CO ((2R,3R)-2-Methyl-3-propyloxiranemethanol). Yield: 79.0%. RXN SMILES: [CH3:1][C@@:2]1([CH2:8][OH:9])[C@H:4]([CH2:5][CH2:6][CH3:7])[O:3]1.CC(OC([C@H](O)[C@@H](O)C(OC(C)C)=O)=O)C>>[CH3:1][C@@:2]1([CH2:8][OH:9])[C@@H:4]([CH2:5][CH2:6][CH3:7])[O:3]1. Procedure details: Using the same procedure as for the preparation of 13, (+)-DIPT and allylic alcohol 12 gave 15 in 79% yield. 1HNMR, 13C NMR IR and high resolution MS are identical to 13. [α]D=+13.9° (c=1.35, CH2,Cl2). -P NMR (10% C6D6 in benzene, 145.786 MHz) δ:132.4 (93.2%) and 133.5 (6.8%), 86.5% ee. Starting materials: C1(=CC=C(C=C1)S(=O)(=O)CSC)C (methylthiomethyl p-tolyl sulfone), [Cl-].[NH4+] (ammonium chloride), [H-].[Na+] (sodium hydride), C1(CCCCC1)CBr (cyclohexylmethyl bromide). Run in CCCCCC (hexane), CN(C=O)C (dimethylformamide). Run at time 5 hour. The product is CC1=CC=C(C=C1)S(=O)(=O)C(CCCCCCC)SC (1-[2-(4-Methylphenyl)sulfonyl-2-methylthioethyl]hexane). Yield: 88.1%. Reaction SMILES: [H-].[Na+].[C:3]1([CH3:15])[CH:8]=[CH:7][C:6]([S:9]([CH2:12][S:13][CH3:14])(=[O:11])=[O:10])=[CH:5][CH:4]=1.[CH:16]1([CH2:22]Br)[CH2:21][CH2:20][CH2:19][CH2:18][CH2:17]1.[Cl-].[NH4+]>CCCCCC.CN(C)C=O>[CH3:15][C:3]1[CH:4]=[CH:5][C:6]([S:9]([CH:12]([S:13][CH3:14])[CH2:22][CH2:16][CH2:17][CH2:18][CH2:19][CH2:20][CH3:21])(=[O:11])=[O:10])=[CH:7][CH:8]=1 |f:0.1,4.5|. Procedure details: 990 mg (22.7 mmol) of sodium hydride (as a 55% w/w suspension in mineral oil) were washed twice with hexane, and suspended in 40 ml of dimethylformamide. 4.35 g (20.1 mmol) of methylthiomethyl p-tolyl sulfone were added to this suspension and, after 5 minutes, 3.1 ml (22.2 mmol) of cyclohexylmethyl bromide were added. The mixture was allowed to return to room temperature, after which it was stirred for 5 hours. At the end of this time, a dilute aqueous solution of ammonium chloride was added to ...